From a dataset of the Open Reaction Database (ORD), a public repository of structured organic reaction records. describe an organic reaction: reactants, conditions, products, and yield The reactants are BrCC(=O)OCC (Ethyl 2-bromoacetate), [H-].[Na+] (Sodium hydride), oil, O=C1NC2=C(OC1)N=C(C(=C2)C2=CC=CC=C2)C2=CC=C(C=C2)C2(CCC2)NC(OC(C)(C)C)=O (tert-butyl 1-(4-(2-oxo-7-phenyl-2,3-dihydro-1H-pyrido[2,3-b][1,4]oxazin-6-yl)phenyl)cyclobutylcarbamate). Solvent: CN(C=O)C (N,N-dimethylformamide). Reaction conditions: temperature 0 celsius, time 15 minute. The product is C(C)(C)(C)OC(=O)NC1(CCC1)C1=CC=C(C=C1)C=1C(=CC2=C(OCC(N2CC(=O)OCC)=O)N1)C1=CC=CC=C1 (ethyl 2-(6-(4-(1-(tert-butoxycarbonylamino)cyclobutyl)phenyl)-2-oxo-7-phenyl-2,3-dihydro-1H-pyrido[2,3-b][1,4]oxazin-1-yl)acetate). The yield is 37.2%. Reaction SMILES: [O:1]=[C:2]1[CH2:7][O:6][C:5]2[N:8]=[C:9]([C:18]3[CH:23]=[CH:22][C:21]([C:24]4([NH:28][C:29](=[O:35])[O:30][C:31]([CH3:34])([CH3:33])[CH3:32])[CH2:27][CH2:26][CH2:25]4)=[CH:20][CH:19]=3)[C:10]([C:12]3[CH:17]=[CH:16][CH:15]=[CH:14][CH:13]=3)=[CH:11][C:4]=2[NH:3]1.[H-].[Na+].Br[CH2:39][C:40]([O:42][CH2:43][CH3:44])=[O:41]>CN(C)C=O>[C:31]([O:30][C:29]([NH:28][C:24]1([C:21]2[CH:22]=[CH:23][C:18]([C:9]3[C:10]([C:12]4[CH:13]=[CH:14][CH:15]=[CH:16][CH:17]=4)=[CH:11][C:4]4[N:3]([CH2:39][C:40]([O:42][CH2:43][CH3:44])=[O:41])[C:2](=[O:1])[CH2:7][O:6][C:5]=4[N:8]=3)=[CH:19][CH:20]=2)[CH2:25][CH2:26][CH2:27]1)=[O:35])([CH3:32])([CH3:34])[CH3:33] |f:1.2|. Procedure details: In a 15 mL reaction tube was added tert-butyl 1-(4-(2-oxo-7-phenyl-2,3-dihydro-1H-pyrido[2,3-b][1,4]oxazin-6-yl)phenyl)cyclobutylcarbamate (50 mg, 0.106 mmol) in anhydrous N,N-dimethylformamide (1 mL) to give a red solution, then cooled to 0° C. under a nitrogen atmosphere. Sodium hydride, 60% in oil (6.4 mg, 0.159 mmol) was added and the mixture stirred at 0° C. for 15 minutes. Ethyl 2-bromoacetate (0.035 mL, 0.318 mmol) was added and the mixture stirred at 0° C. for 30 minutes, allowed to warm... Starting materials: COC=1C(=C(C(=CC1)OC)N)N (3,6-dimethoxy-o-phenylenediamine), O=C1C(=C(C(C2=CC=CC=C12)=O)OC)C(=O)OCC (ethyl 1,4-dihydro-1,4-dioxo-3-methoxy-2-naphthoate). Run in C(C)O (ethanol). Product: OC1=C2C(=C3N=C4C(=CC=C(C4=NC3=C1C(=O)OCC)OC)OC)C=CC=C2 (ethyl 5-hydroxy-8,11-dimethoxybenzo[a]-phenazine-6-carboxylate). Yield: 92.6%. RXN SMILES: [CH3:1][O:2][C:3]1[C:4]([NH2:12])=[C:5]([NH2:11])[C:6]([O:9][CH3:10])=[CH:7][CH:8]=1.[O:13]=[C:14]1[C:23]2[C:18](=[CH:19][CH:20]=[CH:21][CH:22]=2)[C:17](=O)[C:16](OC)=[C:15]1[C:27]([O:29][CH2:30][CH3:31])=[O:28]>C(O)C>[OH:13][C:14]1[C:15]([C:27]([O:29][CH2:30][CH3:31])=[O:28])=[C:16]2[C:17]([N:12]=[C:4]3[C:5](=[N:11]2)[C:6]([O:9][CH3:10])=[CH:7][CH:8]=[C:3]3[O:2][CH3:1])=[C:18]2[CH:19]=[CH:20][CH:21]=[CH:22][C:23]=12. Reported procedure: In 50 ml of hot ethanol was dissolved 1.68 g of 3,6-dimethoxy-o-phenylenediamine. To this solution was gradually added 2.6 g of ethyl 1,4-dihydro-1,4-dioxo-3-methoxy-2-naphthoate under heating with stirring, and the mixture was refluxed for a further 2 hours. The reaction mixture was cooled and the precipitated solid was collected by filtration and recrystallized from benzene to give 3.50 g (92.6% yield) of ethyl 5-hydroxy-8,11-dimethoxybenzo[a]-phenazine-6-carboxylate as red needles, m.p. 290° ... The reactants are C(C1=CC=CC=C1)OC1OC2=C(NC1=O)C=CC=C2C(C(O)OCC)=O (benzyloxy-8-(2-ethoxy-2-hydroxyacetyl)-4H-benzo[1,4]oxazin-3-one), FC=1C=C(C=C(C1)F)CC(C)(C)N (2-(3,5-difluorophenyl)-1,1-dimethylethylamine), Cl (hydrochloride). The product is C(C1=CC=CC=C1)OC=1C=C(C2=C(NC(CO2)=O)C1)C(CNC(CC1=CC(=CC(=C1)F)F)(C)C)O (6-benzyloxy-8-{2-[2-(3,5-difluorophenyl)-1,1-dimethylethylamino]-1-hydroxyethyl}-4H-benzo[1,4]oxazin-3-one). As a reaction SMILES: C(O[CH:9]1[C:14](=[O:15])[NH:13][C:12]2[CH:16]=[CH:17][CH:18]=[C:19]([C:20](=[O:26])[CH:21](OCC)O)[C:11]=2[O:10]1)C1C=CC=CC=1.[F:27][C:28]1[CH:29]=[C:30]([CH2:35][C:36]([NH2:39])([CH3:38])[CH3:37])[CH:31]=[C:32]([F:34])[CH:33]=1.Cl>>[CH2:20]([O:26][C:17]1[CH:18]=[C:19]([CH:20]([OH:26])[CH2:21][NH:39][C:36]([CH3:37])([CH3:38])[CH2:35][C:30]2[CH:29]=[C:28]([F:27])[CH:33]=[C:32]([F:34])[CH:31]=2)[C:11]2[O:10][CH2:9][C:14](=[O:15])[NH:13][C:12]=2[CH:16]=1)[C:19]1[CH:11]=[CH:12][CH:16]=[CH:17][CH:18]=1. Procedure: Prepared from 1.73 g (4.84 mmol) of benzyloxy-8-(2-ethoxy-2-hydroxyacetyl)-4H-benzo[1,4]oxazin-3-one and 0.80 g (4.32 mmol) of 2-(3,5-difluorophenyl)-1,1-dimethylethylamine in the usual way. Yield: 1.50 g (58%, hydrochloride); melting point: 240° C.-244° C.